Dataset: the Open Reaction Database (ORD), a public repository of structured organic reaction records. Task: describe an organic reaction: reactants, conditions, products, and yield Reactants: CNC (Dimethylamine), C(C)(=O)C1=C(C(=C(C=C1)COC1=CC=C(C=C1)CC1=NN=NN1CCCBr)CCC)O (5-[(4-((4-Acetyl-3-hydroxy-2-propylphenyl)methoxy)phenyl)methyl]-1-(3-bromopropyl)-1H-tetrazole). Run in C(C)#N (acetonitrile), C(C)#N (acetonitrile). Run at temperature 0 celsius, time 5 hour. Yields the product C(C)(=O)C1=C(C(=C(C=C1)COC1=CC=C(C=C1)CC1=NN=NN1CCCN(C)C)CCC)O (5-[(4-((4-Acetyl-3-hydroxy-2-propylphenyl)methoxy)phenyl)methyl]-1-(3-(dimethylamino)propyl)-1H-tetrazole). The yield is 77.8%. RXN SMILES: [C:1]([C:4]1[CH:9]=[CH:8][C:7]([CH2:10][O:11][C:12]2[CH:17]=[CH:16][C:15]([CH2:18][C:19]3[N:23]([CH2:24][CH2:25][CH2:26]Br)[N:22]=[N:21][N:20]=3)=[CH:14][CH:13]=2)=[C:6]([CH2:28][CH2:29][CH3:30])[C:5]=1[OH:31])(=[O:3])[CH3:2].[CH3:32][NH:33][CH3:34]>C(#N)C>[C:1]([C:4]1[CH:9]=[CH:8][C:7]([CH2:10][O:11][C:12]2[CH:17]=[CH:16][C:15]([CH2:18][C:19]3[N:23]([CH2:24][CH2:25][CH2:26][N:33]([CH3:34])[CH3:32])[N:22]=[N:21][N:20]=3)=[CH:14][CH:13]=2)=[C:6]([CH2:28][CH2:29][CH3:30])[C:5]=1[OH:31])(=[O:3])[CH3:2]. Reported procedure: 5-[(4-((4-Acetyl-3-hydroxy-2-propylphenyl)methoxy)phenyl)methyl]-1-(3-bromopropyl)-1H-tetrazole (2.0 g, 0.004 mol) was added to acetonitrile (40 ml). Dimethylamine (large excess) was cooled in the unopened reagent bottle then added to the acetonitrile solution. The mixture was cooled and stirred at 0° C. for 5 hours then concentrated in vacuo. Water was added to the concentrate and the aqueous solution was extracted with ethyl acetate. The ethyl acetate layers were combined, washed with water, d... The reactants are C(C)(C)(C)C1=C(C(=CC(=C1)C)C(C)(C)C)O (2,6-di-tert-butyl-4-methylphenol), CN(C)CCCN1CN(CN(C1)CCCN(C)C)CCCN(C)C (Desmorapid), ClC=1C=C(C=CC1)N=C=O (3-chlorophenyl isocyanate), C(C=C)(=O)OCCC(C)O (3-hydroxybutyl acrylate), [N-]=C=O (isocyanate). Conditions: temperature 60 celsius. The product is C(C=C)(=O)OCCOC(NC1=CC(=CC=C1)Cl)=O (2-{[(3-Chlorophenyl)carbamoyl]oxy}ethyl prop-2-enoate). RXN SMILES: C(C1C=C(C)C=C(C(C)(C)C)C=1[OH:16])(C)(C)C.CN(CCCN1CN(CCCN(C)C)CN(CCCN(C)C)C1)C.[Cl:41][C:42]1[CH:43]=[C:44]([N:48]=[C:49]=[O:50])[CH:45]=[CH:46][CH:47]=1.[C:51]([O:55][CH2:56][CH2:57]C(O)C)(=[O:54])[CH:52]=[CH2:53].[N-]=C=O>>[C:51]([O:55][CH2:56][CH2:57][O:50][C:49](=[O:16])[NH:48][C:44]1[CH:45]=[CH:46][CH:47]=[C:42]([Cl:41])[CH:43]=1)(=[O:54])[CH:52]=[CH2:53]. Procedure: 0.15 g of 2,6-di-tert-butyl-4-methylphenol, 0.075 g of Desmorapid Z, 85.3 g of 3-chlorophenyl isocyanate were initially introduced into a 500 ml round-bottomed flask and heated to 60° C. Thereafter, 65.5 g of 3-hydroxybutyl acrylate were added dropwise and the mixture was kept further at 60° C. until the isocyanate content had fallen below 0.1%. Cooling was then effected. The product was obtained as a crystalline solid. Starting materials: ClCCCCCBr, O=C1NC(c2ccc(F)c(F)c2)CO1. The product is O=C1OCC(c2ccc(F)c(F)c2)N1CCCCCCl. Reaction SMILES: [Br:15][CH2:16][CH2:17][CH2:18][CH2:19][CH2:20][Cl:21].[F:1][c:2]1[cH:3][c:4]([CH:9]2[NH:10][C:11](=[O:14])[O:12][CH2:13]2)[cH:5][cH:6][c:7]1[F:8]>>[F:1][c:2]1[cH:3][c:4]([CH:9]2[N:10]([CH2:16][CH2:17][CH2:18][CH2:19][CH2:20][Cl:21])[C:11](=[O:14])[O:12][CH2:13]2)[cH:5][cH:6][c:7]1[F:8]. Reactants: OC(CON)CN1CCCCC1 (O-(2-hydroxy-3-piperidino-propyl)-hydroxylamine), C(CCCCC)N=C=O (n-hexyl-isocyanate). Solvent: C(Cl)(Cl)Cl (chloroform). Yields the product C(CCCCC)NC(=O)NOCC(CN1CCCCC1)O (N-n-hexyl-N'-(2-hydroxy-3-piperidino-propoxy)-urea). RXN SMILES: [OH:1][CH:2]([CH2:6][N:7]1[CH2:12][CH2:11][CH2:10][CH2:9][CH2:8]1)[CH2:3][O:4][NH2:5].[CH2:13]([N:19]=[C:20]=[O:21])[CH2:14][CH2:15][CH2:16][CH2:17][CH3:18]>C(Cl)(Cl)Cl>[CH2:13]([NH:19][C:20]([NH:5][O:4][CH2:3][CH:2]([OH:1])[CH2:6][N:7]1[CH2:12][CH2:11][CH2:10][CH2:9][CH2:8]1)=[O:21])[CH2:14][CH2:15][CH2:16][CH2:17][CH3:18]. Procedure details: O-(2-hydroxy-3-piperidino-propyl)-hydroxylamine (1,85 g, 0,011 mol) was dissolved in 30 ml chloroform and 1,17 ml (0,011 mol) n-hexyl-isocyanate was added while stirring. After 3 hours the reaction mixture was evaporated and purified by column chromatography. The oil thus obtained crystallizes slowly in refrigerator and rubbing the crystals in petroleum ether a white material was obtained. The reactants are C1=CC=CC=2C3=CC=CC=C3CC12 (fluorene), [Li]CCCC (n-BuLi), CCCCCC (hexane), Cl[Si](C)(C)C1C(=CC2=C(C=CC(=C12)C)C)C (chloro(2,4,7-trimethylindenyl)dimethylsilane), [Li] (lithium). Run in C1(=CC=CC=C1)C (toluene), CCOCC (Et2O), C1CCOC1 (THF). Run at time 1 hour. Yields the product CC=1C(C2=C(C=CC(=C2C1)C)C)[Si](C)(C)C1C2=CC=CC=C2C=2C=CC=CC12 ((2,4,7-trimethylindenyl)(9-fluorenyl)dimethylsilane). Isolated yield 108.1%. Reaction SMILES: [Li]CCCC.CCCCCC.[CH:12]1[C:24]2[CH2:23][C:22]3[C:17](=[CH:18][CH:19]=[CH:20][CH:21]=3)[C:16]=2[CH:15]=[CH:14][CH:13]=1.Cl[Si:26]([CH:29]1[C:37]2[C:32](=[C:33]([CH3:39])[CH:34]=[CH:35][C:36]=2[CH3:38])[CH:31]=[C:30]1[CH3:40])([CH3:28])[CH3:27].[Li]>CCOCC.C1COCC1.C1(C)C=CC=CC=1>[CH3:40][C:30]1[CH:29]([Si:26]([CH:23]2[C:22]3[CH:21]=[CH:20][CH:19]=[CH:18][C:17]=3[C:16]3[C:24]2=[CH:12][CH:13]=[CH:14][CH:15]=3)([CH3:28])[CH3:27])[C:37]2[C:32]([CH:31]=1)=[C:33]([CH3:39])[CH:34]=[CH:35][C:36]=2[CH3:38] |^1:40|. Reported procedure: A 2.5 M n-BuLi solution in hexane (16.80 mL, 42.00 mmol, n-BuLi:fluorene=1.04:1) was added dropwise at 0° C. under stirring to a solution of 6.70 g of fluorene (40.31 mmol) in 100 ml of Et2O in a 500 mL 3-necked round flask. The resulting orange solution was allowed to warm up to room temperature and stirred for 1 h. A solution of chloro(2,4,7-trimethylindenyl)dimethylsilane (10.05 g, 40.06 mmol) in 20 mL of THF was cooled to 0° C. and slowly added to the lithium salt solution, also previously c... The reactants are CCOC(C)=O, CC(C)NS(=O)(=O)c1cnccc1N, CC(C)O, Cl. Yields the product CC(C)N1CNc2ccncc2S1(=O)=O. Reaction SMILES: [CH3:15][CH2:16][O:17][C:18](=[O:19])[CH3:20].[CH:1]([CH3:2])([CH3:3])[NH:4][S:5](=[O:6])(=[O:7])[c:8]1[cH:9][n:10][cH:11][cH:12][c:13]1[NH2:14].[CH:22]([OH:23])([CH3:24])[CH3:25].[ClH:21]>>[CH:1]([CH3:2])([CH3:3])[N:4]1[S:5](=[O:6])(=[O:7])[c:8]2[cH:9][n:10][cH:11][cH:12][c:13]2[NH:14][CH2:15]1. The reactants are Cl.O1CCOCC1 (HCl dioxane), FC(C1=C(COC2=CC(=C3C=C(COC3=C2)CN2CC(CC2)C(=O)O)F)C=CC(=C1)C(F)(F)F)(F)F (1-[(7-{[2,4-bis(trifluoromethyl)benzyl]oxy}-5-fluoro-2H-chromen-3-yl)methyl]pyrrolidine-3-carboxylic acid), C1=CN(C=N1)C(=O)N2C=CN=C2 (CDI), CS(=O)(=O)N (methanesulfonamide), C1CCC2=NCCCN2CC1 (DBU). Run in CC(=O)O (AcOH), O1CCOCC1 (dioxane), CN(C)C=O (DMF). Conditions: temperature 70 celsius, time 12 hour. Product: Cl.FC(C1=C(COC2=CC(=C3C=C(COC3=C2)CN2CC(CC2)C(=O)NS(=O)(=O)C)F)C=CC(=C1)C(F)(F)F)(F)F (1-[(7-{[2,4-bis(trifluoromethyl)benzyl]oxy}-5-fluoro-2H-chromen-3-yl)methyl]-N-(methylsulfonyl)pyrrolidine-3-carboxamide hydrochloride). RXN SMILES: [F:1][C:2]([F:36])([F:35])[C:3]1[CH:30]=[C:29]([C:31]([F:34])([F:33])[F:32])[CH:28]=[CH:27][C:4]=1[CH2:5][O:6][C:7]1[CH:16]=[C:15]2[C:10]([CH:11]=[C:12]([CH2:17][N:18]3[CH2:22][CH2:21][CH:20]([C:23](O)=[O:24])[CH2:19]3)[CH2:13][O:14]2)=[C:9]([F:26])[CH:8]=1.C1N=CN(C(N2C=NC=C2)=O)C=1.[CH3:49][S:50]([NH2:53])(=[O:52])=[O:51].C1CCN2C(=NCCC2)CC1.[ClH:65].O1CCOCC1>CN(C=O)C.O1CCOCC1.CC(O)=O>[ClH:65].[F:36][C:2]([F:1])([F:35])[C:3]1[CH:30]=[C:29]([C:31]([F:33])([F:34])[F:32])[CH:28]=[CH:27][C:4]=1[CH2:5][O:6][C:7]1[CH:16]=[C:15]2[C:10]([CH:11]=[C:12]([CH2:17][N:18]3[CH2:22][CH2:21][CH:20]([C:23]([NH:53][S:50]([CH3:49])(=[O:52])=[O:51])=[O:24])[CH2:19]3)[CH2:13][O:14]2)=[C:9]([F:26])[CH:8]=1 |f:4.5,9.10|. Procedure: To a solution of 1-[(7-{[2,4-bis(trifluoromethyl)benzyl]oxy}-5-fluoro-2H-chromen-3-yl)methyl]pyrrolidine-3-carboxylic acid (98 mg) in DMF (2 mL) was added CDI (46 mg), followed by stirring at 70° C. for 12 hours. To the reaction liquid were added methanesulfonamide (27 mg) and DBU (43 mg) in this order, followed by stirring for 12 hours. To the reaction liquid was added AcOH, followed by concentration under reduced pressure, and the residue was purified by reverse phase column chromatography (H2... The reactants are C(C1=CC=CC=C1)O[C@@H]1[C@@H]2[C@H](O[C@@H]([C@H]1OCC1=CC=CC=C1)COCC1=CC=CC=C1)O2 (1,2-Anhydro-3,4,6-tri-O-benzyl-α-D-glucopyranose), C([O-])(O)=O.[Na+] (sodium bicarbonate), ClC=1C=CC(=C(C1)[C@@]1(C(NC2=CC(=CC=C12)C(F)(F)F)=O)F)OC ((S)-3-(5-chloro-2-methoxy-phenyl)-3-fluoro-6-trifluoromethyl-1,3-dihydro-indol-2-one), [H-].[Na+] (sodium hydride). The solvent is O1CCCC1 (tetrahydrofuran), O1CCCC1 (tetrahydrofuran). Conditions: time 30 minute. Yields the product C(C1=CC=CC=C1)O[C@H]1[C@H]([C@@H](O[C@@H]([C@@H]1OCC1=CC=CC=C1)COCC1=CC=CC=C1)N1C([C@@](C2=CC=C(C=C12)C(F)(F)F)(F)C1=C(C=CC(=C1)Cl)OC)=O)O (1-(4-(S),5-(S)-Bis-benzyloxy-6-(R)-benzyloxymethyl-3-(R)-hydroxy-tetrahydro-pyran-2-(R)-yl)-3-(S)-(5-chloro-2-methoxy-phenyl)-3-fluoro-6-trifluoromethyl-1,3-dihydro-indol-2-one), oil. Yield: 65.0%. Reaction SMILES: [Cl:1][C:2]1[CH:3]=[CH:4][C:5]([O:23][CH3:24])=[C:6]([C@@:8]2([F:22])[C:16]3[C:11](=[CH:12][C:13]([C:17]([F:20])([F:19])[F:18])=[CH:14][CH:15]=3)[NH:10][C:9]2=[O:21])[CH:7]=1.[H-].[Na+].[CH2:27]([O:34][C@H:35]1[C@H:40]([O:41][CH2:42][C:43]2[CH:48]=[CH:47][CH:46]=[CH:45][CH:44]=2)[C@@H:39]([CH2:49][O:50][CH2:51][C:52]2[CH:57]=[CH:56][CH:55]=[CH:54][CH:53]=2)[O:38][C@@H:37]2[O:58][C@H:36]12)[C:28]1[CH:33]=[CH:32][CH:31]=[CH:30][CH:29]=1.C(=O)(O)[O-].[Na+]>O1CCCC1>[CH2:27]([O:34][C@@H:35]1[C@@H:40]([O:41][CH2:42][C:43]2[CH:48]=[CH:47][CH:46]=[CH:45][CH:44]=2)[C@@H:39]([CH2:49][O:50][CH2:51][C:52]2[CH:53]=[CH:54][CH:55]=[CH:56][CH:57]=2)[O:38][C@@H:37]([N:10]2[C:11]3[C:16](=[CH:15][CH:14]=[C:13]([C:17]([F:20])([F:19])[F:18])[CH:12]=3)[C@@:8]([C:6]3[CH:7]=[C:2]([Cl:1])[CH:3]=[CH:4][C:5]=3[O:23][CH3:24])([F:22])[C:9]2=[O:21])[C@@H:36]1[OH:58])[C:28]1[CH:33]=[CH:32][CH:31]=[CH:30][CH:29]=1 |f:1.2,4.5|. Procedure details: To a round bottom flask containing (S)-3-(5-chloro-2-methoxy-phenyl)-3-fluoro-6-trifluoromethyl-1,3-dihydro-indol-2-one ((S)-II) (0.200 g, 0.55 mmol) was added anhydrous tetrahydrofuran (3 mL) and 95% sodium hydride (0.018 g, 0.7 mmol). The yellow solution was allowed to stir at room temperature for 30 minutes. 1,2-Anhydro-3,4,6-tri-O-benzyl-α-D-glucopyranose (prepared by the method of Halcomb and Danishefsky J. Am. Chem. Soc. 1989, 111, 6661) (0.480 g, 1.1 mmol) was then dissolved in anhydrous ... Starting materials: BrC1=CC=2C(=NON2)C=C1 (5-Bromo-2,1,3-benzoxadiazole), TEA, C(C)O (ethanol), potassium vinylfluoroborate, PdCl2(dppf)-CH2Cl2Adduct. The product is C(=C)C1=CC=2C(=NON2)C=C1 (5-ethenyl-2,1,3-benzoxadiazole). RXN SMILES: Br[C:2]1[CH:10]=[CH:9][C:5]2=[N:6][O:7][N:8]=[C:4]2[CH:3]=1.[CH2:11](O)[CH3:12]>>[CH:11]([C:2]1[CH:10]=[CH:9][C:5]2=[N:6][O:7][N:8]=[C:4]2[CH:3]=1)=[CH2:12]. Procedure details: 5-Bromo-2,1,3-benzoxadiazole (5.5 g, 27.6 mmol)), potassium vinylfluoroborate (7.40 g, 55.3 mmol), and PdCl2(dppf)-CH2Cl2Adduct (1.088 g, 1.332 mmol) were suspended in ethanol (75 ml) then added TEA (7.70 ml, 55.3 mmol). The reaction mixture was then degassed and heated to reflux for 3 hrs. The reaction was diluted with ethyl acetate and washed with brine. The organic layer was dried over Na2SO4, filtered and evaporated to dryness. The residue was purified through a 330 g ISCO Redi-Sep silica ge...